Dataset: the Open Reaction Database (ORD), a public repository of structured organic reaction records. Task: describe an organic reaction: reactants, conditions, products, and yield Starting materials: O=c1ccc2c(C(O)CNCCc3cccc(OCC45CC6CC(CC(C6)C4)C5)c3)ccc(OCc3ccccc3)c2[nH]1, CO, Cl, C1CCOC1. Product: O=c1ccc2c(C(O)CNCCc3cccc(OCC45CC6CC(CC(C6)C4)C5)c3)ccc(O)c2[nH]1. Reaction SMILES: [C:1]12([CH2:11][O:12][c:13]3[cH:14][c:15]([CH2:19][CH2:20][NH:21][CH2:22][CH:23]([OH:24])[c:25]4[c:26]5[cH:27][cH:28][c:29](=[O:43])[nH:30][c:31]5[c:32]([O:35][CH2:36][c:37]5[cH:38][cH:39][cH:40][cH:41][cH:42]5)[cH:33][cH:34]4)[cH:16][cH:17][cH:18]3)[CH2:2][CH:3]3[CH2:4][CH:5]([CH2:6][CH:7]([CH2:8]1)[CH2:9]3)[CH2:10]2.[CH3:45][OH:46].[ClH:44].[O:47]1[CH2:48][CH2:49][CH2:50][CH2:51]1>>[C:1]12([CH2:11][O:12][c:13]3[cH:14][c:15]([CH2:19][CH2:20][NH:21][CH2:22][CH:23]([OH:24])[c:25]4[c:26]5[cH:27][cH:28][c:29](=[O:43])[nH:30][c:31]5[c:32]([OH:35])[cH:33][cH:34]4)[cH:16][cH:17][cH:18]3)[CH2:2][CH:3]3[CH2:4][CH:5]([CH2:6][CH:7]([CH2:8]1)[CH2:9]3)[CH2:10]2. Reactants: C1(CC1)[B-](F)(F)F.[K+] (potassium cyclopropyltrifluoroborate), C1CCOC1 (THF), P(=O)([O-])([O-])[O-].[K+].[K+].[K+] (tripotassium phosphate), BrC=1C=C(C=NC1)C=1C=C2CC(N(C2=CC1)C)=O (5-(5-bromo-pyridin-3-yl)-1-methyl-1,3-dihydro-indol-2-one). Solvent: O (water), ClCCl (dichloromethane), ClCCl (dichloromethane). Reaction conditions: temperature 125 celsius. Product: C1(CC1)C=1C=C(C=NC1)C=1C=C2CC(N(C2=CC1)C)=O (5-(5-cyclopropyl-pyridin-3-yl)-1-methyl-1,3-dihydro-indol-2-one). As a reaction SMILES: Br[C:2]1[CH:3]=[C:4]([C:8]2[CH:9]=[C:10]3[C:14](=[CH:15][CH:16]=2)[N:13]([CH3:17])[C:12](=[O:18])[CH2:11]3)[CH:5]=[N:6][CH:7]=1.[CH:19]1([B-](F)(F)F)[CH2:21][CH2:20]1.[K+].C1COCC1.P([O-])([O-])([O-])=O.[K+].[K+].[K+]>ClCCl.O>[CH:19]1([C:2]2[CH:3]=[C:4]([C:8]3[CH:9]=[C:10]4[C:14](=[CH:15][CH:16]=3)[N:13]([CH3:17])[C:12](=[O:18])[CH2:11]4)[CH:5]=[N:6][CH:7]=2)[CH2:21][CH2:20]1 |f:1.2,4.5.6.7|. Procedure: To 5-(5-bromo-pyridin-3-yl)-1-methyl-1,3-dihydro-indol-2-one, prepared as described in Example 21, (100 mg, 0.330 mmol) was added potassium cyclopropyltrifluoroborate (50 mg, 0.35 mmol), THF (2 mL), water, (0.66 mL), and tripotassium phosphate (245 mg, 1.155 mmol). The reaction mixture was degassed and placed under an argon atmosphere, and then [1,1′-bis(diphenylphospihino)-ferrocene]-dichloropalladium(II) complexed with dichloromethane (CAS#72287-26-4 13.5 mg, 0.016 mmol) was added. The reactio... Starting materials: C1(=CC=CC=C1)NO (Phenylhydroxylamine), COC1=CC=C(C=C1)[Te](=O)C1=CC=C(C=C1)OC (bis-(p-methoxyphenyl)-telluroxide). The solvent is C(Cl)(Cl)Cl (chloroform). Product: COC1=CC=C(C=C1)[Te]C1=CC=C(C=C1)OC (bis-(p-methoxyphenyl)-telluride), N(=O)C1=CC=CC=C1 (nitrosobenzene). Yield: 90.0%. Reaction SMILES: [C:1]1([NH:7][OH:8])[CH:6]=[CH:5][CH:4]=[CH:3][CH:2]=1.[CH3:9][O:10][C:11]1[CH:16]=[CH:15][C:14]([Te:17]([C:19]2[CH:24]=[CH:23][C:22]([O:25][CH3:26])=[CH:21][CH:20]=2)=O)=[CH:13][CH:12]=1>C(Cl)(Cl)Cl>[CH3:26][O:25][C:22]1[CH:21]=[CH:20][C:19]([Te:17][C:14]2[CH:15]=[CH:16][C:11]([O:10][CH3:9])=[CH:12][CH:13]=2)=[CH:24][CH:23]=1.[N:7]([C:1]1[CH:6]=[CH:5][CH:4]=[CH:3][CH:2]=1)=[O:8]. Reported procedure: Phenylhydroxylamine (109 mg, 1 mmol) and bis-(p-methoxyphenyl)-telluroxide (376 mg, 1.05 mmol) were stirred in chloroform (4 ml) at room temperature under nitrogen for 0.1 h. Evaporation of the solvent and column chromatography (petroleum ether-ethyl acetate 9:1) gave bis-(p-methoxyphenyl)-telluride (150 mg, 88%) and nitrosobenzene (96 mg, 90%) m.p. 66°-68°). Starting materials: CC(C)(Cc1ccncc1)C(=O)OCC[Si](C)(C)C, C[Si](C)(C)C#N, CN(C)C(=O)Cl, CCOC(C)=O, O, O=C(OO)c1cccc(Cl)c1. Yields the product CC(C)(Cc1ccnc(C#N)c1)C(=O)OCC[Si](C)(C)C. As a reaction SMILES: [CH3:1][C:2]([C:3](=[O:4])[O:5][CH2:6][CH2:7][Si:8]([CH3:9])([CH3:10])[CH3:11])([CH2:12][c:13]1[cH:14][cH:15][n:16][cH:17][cH:18]1)[CH3:19].[CH3:31][Si:32]([CH3:33])([CH3:34])[C:35]#[N:36].[CH3:37][N:38]([CH3:39])[C:40]([Cl:41])=[O:42].[CH3:43][CH2:44][O:45][C:46](=[O:47])[CH3:48].[OH2:49].[OH:20][O:21][C:22]([c:23]1[cH:24][c:25]([Cl:26])[cH:27][cH:28][cH:29]1)=[O:30]>>[CH3:1][C:2]([C:3](=[O:4])[O:5][CH2:6][CH2:7][Si:8]([CH3:9])([CH3:10])[CH3:11])([CH2:12][c:13]1[cH:14][c:15]([C:35]#[N:36])[n:16][cH:17][cH:18]1)[CH3:19]. Reactants: C(C1=CC=CC=C1)OC(CCC1S(CC(N1CCCCCCC(=O)OCC1=CC=CC=C1)=O)(=O)=O)COC1=CC=C(C=C1)F (benzyl 7-{2-(3-benzyloxy-4-[4-fluorophenoxy]butyl)-1,1,4-trioxo-3-thiazolidinyl}heptanoate), C(C1=CC=CC=C1)OCC#C[C@H](CCCCC)OC(C)=O (1-benzyloxy-4(S) acetyloxy-2-nonyne). Product: C(C)(=O)O[C@H](CCCO)CCCCC (4(S)-Acetyloxy-1-nonanol). As a reaction SMILES: C(OC(COC1C=CC(F)=CC=1)CCC1N(CCCCCCC(OCC2C=CC=CC=2)=O)C(=O)CS1(=O)=O)C1C=CC=CC=1.C([O:52][CH2:53][C:54]#[C:55][C@@H:56]([O:62][C:63](=[O:65])[CH3:64])[CH2:57][CH2:58][CH2:59][CH2:60][CH3:61])C1C=CC=CC=1>>[C:63]([O:62][C@@H:56]([CH2:57][CH2:58][CH2:59][CH2:60][CH3:61])[CH2:55][CH2:54][CH2:53][OH:52])(=[O:65])[CH3:64]. Procedure details: This compound is prepared essentially by the method as described in Example 5, Step E, except that the benzyl 7-{2-(3-benzyloxy-4-[4-fluorophenoxy]butyl)-1,1,4-trioxo-3-thiazolidinyl}heptanoate is replaced by 1-benzyloxy-4(S) acetyloxy-2-nonyne and no chromatographic purification is needed. The title compound is obtained as a mobile oil which is used immediately in Step A-6 below.